The task is: describe an organic reaction: reactants, conditions, products, and yield. This data is from the Open Reaction Database (ORD), a public repository of structured organic reaction records. The reactants are FC=1C=C(C=CC1C)C1=CC=CC=C1 (3-fluoro-4-methylbiphenyl), BrN1C(CCC1=O)=O (N-bromosuccinimide), 2,2′-azobisisobutylonitrile. Solvent: C(Cl)(Cl)(Cl)Cl (carbon tetrachloride). Yields the product BrCC1=C(C=C(C=C1)C1=CC=CC=C1)F (4-bromomethyl-3-fluorobiphenyl). Isolated yield 97.2%. As a reaction SMILES: [F:1][C:2]1[CH:3]=[C:4]([C:9]2[CH:14]=[CH:13][CH:12]=[CH:11][CH:10]=2)[CH:5]=[CH:6][C:7]=1[CH3:8].[Br:15]N1C(=O)CCC1=O>C(Cl)(Cl)(Cl)Cl>[Br:15][CH2:8][C:7]1[CH:6]=[CH:5][C:4]([C:9]2[CH:10]=[CH:11][CH:12]=[CH:13][CH:14]=2)=[CH:3][C:2]=1[F:1]. Procedure: A mixture of 6.00 g of 3-fluoro-4-methylbiphenyl, 5.73 g of N-bromosuccinimide, 0.075 g of 2,2′-azobisisobutylonitrile and 120 ml of carbon tetrachloride was heat-refluxed for 5 hours. The reaction solution was washed with water, and the organic layer was concentrated. The resulting residue was purified through silica-gel column chromatography (eluent: a mixture of hexane and ethyl acetate at a ratio of 9:1) to give 8.30 g of oily 4-bromomethyl-3-fluorobiphenyl. The reactants are COc1cc(N2CCCN(C3CCN(C)CC3)CC2)ccc1N, COc1cc(C2CCN(CC(Oc3ncc4ccc(-c5ccccc5OC)n4n3)C(F)(F)F)CC2)ccc1N. Yields the product COc1cc(N2CCCN(C3CCN(C)CC3)CC2)ccc1Nc1ncc2ccc(-c3ccccc3OC)n2n1. RXN SMILES: [CH3:1][O:2][c:3]1[c:4]([NH2:23])[cH:5][cH:6][c:7]([N:9]2[CH2:10][CH2:11][N:12]([CH:16]3[CH2:17][CH2:18][N:19]([CH3:22])[CH2:20][CH2:21]3)[CH2:13][CH2:14][CH2:15]2)[cH:8]1.[CH3:24][O:25][c:26]1[cH:27][c:28]([CH:29]2[CH2:30][CH2:31][N:32]([CH2:33][CH:34]([O:35][c:45]3[n:46][n:47]4[c:48]([cH:49][n:50]3)[cH:51][cH:52][c:53]4-[c:54]3[c:55]([O:60][CH3:61])[cH:56][cH:57][cH:58][cH:59]3)[C:36]([F:37])([F:38])[F:39])[CH2:40][CH2:41]2)[cH:42][cH:43][c:44]1[NH2:62]>>[CH3:1][O:2][c:3]1[c:4]([NH:23][c:45]2[n:46][n:47]3[c:48]([cH:49][n:50]2)[cH:51][cH:52][c:53]3-[c:54]2[c:55]([O:60][CH3:61])[cH:56][cH:57][cH:58][cH:59]2)[cH:5][cH:6][c:7]([N:9]2[CH2:10][CH2:11][N:12]([CH:16]3[CH2:17][CH2:18][N:19]([CH3:22])[CH2:20][CH2:21]3)[CH2:13][CH2:14][CH2:15]2)[cH:8]1. Reactants: O (water), BrCC=1C2=C(SC1)C=CC(=C2)C=2N=NN(N2)C (3-bromomethyl-5-(2-methyl-tetrazol-5-yl) benzo[b]thiophene), [C-]#N.[Na+] (sodium cyanide). Run in CS(=O)C (DMSO), CS(=O)C (DMSO). Run at temperature 100 celsius, time 2 hour. Yields the product C(#N)CC=1C2=C(SC1)C=CC(=C2)C=2N=NN(N2)C (3-Cyanomethyl-5-(2-methyltetrazol-5-yl) benzo[b]thiophene). Yield: 51.4%. Reaction SMILES: Br[CH2:2][C:3]1[C:4]2[CH:11]=[C:10]([C:12]3[N:13]=[N:14][N:15]([CH3:17])[N:16]=3)[CH:9]=[CH:8][C:5]=2[S:6][CH:7]=1.[C-:18]#[N:19].[Na+].O>CS(C)=O>[C:18]([CH2:2][C:3]1[C:4]2[CH:11]=[C:10]([C:12]3[N:13]=[N:14][N:15]([CH3:17])[N:16]=3)[CH:9]=[CH:8][C:5]=2[S:6][CH:7]=1)#[N:19] |f:1.2|. Procedure: The crude 3-bromomethyl-5-(2-methyl-tetrazol-5-yl) benzo[b]thiophene (0.145 g) in DMSO (0.3 ml) was added to a mixture of sodium cyanide (29.9 mg, 0.61 mmol) in DMSO (0.2 ml) and the mixture was stirred at 100° C. for 2 h. After cooling, the mixture was poured into water (10 ml) and a brown solid was filtered off, washed with water and dried in a vacuum pistol to leave 73.5 mg. The filtrate was extracted with dichloromethane (3×30 ml) and the combined extracts were dried (Na2SO4) and evaporated ...